Dataset: the Open Reaction Database (ORD), a public repository of structured organic reaction records. Task: describe an organic reaction: reactants, conditions, products, and yield As a reaction SMILES: [C:11](=[O:12])([O-:13])[O-:14].[CH3:17][C:18](=[O:19])[CH2:20][Cl:21].[CH3:25][C:26](=[O:27])[CH3:28].[CH:1](=[CH:2][CH3:3])[c:4]1[c:5]([OH:10])[cH:6][cH:7][cH:8][cH:9]1.[I-:23].[K+:15].[K+:16].[K+:22].[OH2:24]>>[CH:1](=[CH:2][CH3:3])[c:4]1[c:5]([O:10][CH2:20][C:18]([CH3:17])=[O:19])[cH:6][cH:7][cH:8][cH:9]1. Reactants: O=C([O-])[O-], CC(=O)CCl, CC(C)=O, CC=Cc1ccccc1O, [I-], [K+], [K+], [K+], O. The product is CC=Cc1ccccc1OCC(C)=O. Starting materials: O=c1[nH]ncc(-c2ccc(F)cc2)c1-c1ccncc1, O=P(Cl)(Cl)Cl. Yields the product Fc1ccc(-c2cnnc(Cl)c2-c2ccncc2)cc1. Reaction SMILES: [F:1][c:2]1[cH:3][cH:4][c:5](-[c:8]2[c:9](-[c:15]3[cH:16][cH:17][n:18][cH:19][cH:20]3)[c:10](=[O:14])[nH:11][n:12][cH:13]2)[cH:6][cH:7]1.[P:21]([Cl:22])([Cl:23])([Cl:24])=[O:25]>>[F:1][c:2]1[cH:3][cH:4][c:5](-[c:8]2[c:9](-[c:15]3[cH:16][cH:17][n:18][cH:19][cH:20]3)[c:10]([Cl:23])[n:11][n:12][cH:13]2)[cH:6][cH:7]1. The reactants are BrC=1C=NC=2N(C1)N=C(C2)C(=O)O (6-bromo-pyrazolo[1,5-a]pyrimidine-2-carboxylic acid), CC1NCCC2=CC(=CC=C12)C=1C=NNC1 (1-Methyl-6-(1H-pyrazol-4-yl)-1,2,3,4-tetrahydro-isoquinoline). Yields the product BrC=1C=NC=2N(C1)N=C(C2)C(=O)N2C(C1=CC=C(C=C1CC2)C=2C=NNC2)C ((6-Bromo-pyrazolo[1,5-a]pyrimidin-2-yl)-[1-methyl-6-(1H-pyrazol-4-yl)-3,4-dihydro-1H-isoquinolin-2-yl]-methanone). RXN SMILES: [Br:1][C:2]1[CH:3]=[N:4][C:5]2[N:6]([N:8]=[C:9]([C:11]([OH:13])=O)[CH:10]=2)[CH:7]=1.[CH3:14][CH:15]1[C:24]2[C:19](=[CH:20][C:21]([C:25]3[CH:26]=[N:27][NH:28][CH:29]=3)=[CH:22][CH:23]=2)[CH2:18][CH2:17][NH:16]1>>[Br:1][C:2]1[CH:3]=[N:4][C:5]2[N:6]([N:8]=[C:9]([C:11]([N:16]3[CH2:17][CH2:18][C:19]4[C:24](=[CH:23][CH:22]=[C:21]([C:25]5[CH:29]=[N:28][NH:27][CH:26]=5)[CH:20]=4)[CH:15]3[CH3:14])=[O:13])[CH:10]=2)[CH:7]=1. Procedure: In close analogy to the procedure described in Example 1, 6-bromo-pyrazolo[1,5-a]pyrimidine-2-carboxylic acid is reacted with 1-Methyl-6-(1H-pyrazol-4-yl)-1,2,3,4-tetrahydro-isoquinoline to provide the title compound in moderate yield. Starting materials: O=C([O-])O, CCCCCCCCc1ccc(OCC(O)Cn2ccc3cc(C(=O)OC(C)(C)C)ccc32)cc1, CC(=O)OC(C)=O, CS(C)=O, [Cl-], [Na+], [Na+]. Product: CCCCCCCCc1ccc(OCC(=O)Cn2ccc3cc(C(=O)OC(C)(C)C)ccc32)cc1. RXN SMILES: [C:43](=[O:44])([O-:45])[OH:46].[C:8]([CH3:9])([CH3:10])([CH3:11])[O:12][C:13](=[O:14])[c:15]1[cH:16][c:17]2[cH:18][cH:19][n:20]([CH2:24][CH:25]([CH2:26][O:27][c:28]3[cH:29][cH:30][c:31]([CH2:34][CH2:35][CH2:36][CH2:37][CH2:38][CH2:39][CH2:40][CH3:41])[cH:32][cH:33]3)[OH:42])[c:21]2[cH:22][cH:23]1.[CH3:1][C:2]([O:3][C:4](=[O:5])[CH3:6])=[O:7].[CH3:50][S:51]([CH3:52])=[O:53].[Cl-:48].[Na+:47].[Na+:49]>>[C:8]([CH3:9])([CH3:10])([CH3:11])[O:12][C:13](=[O:14])[c:15]1[cH:16][c:17]2[cH:18][cH:19][n:20]([CH2:24][C:25]([CH2:26][O:27][c:28]3[cH:29][cH:30][c:31]([CH2:34][CH2:35][CH2:36][CH2:37][CH2:38][CH2:39][CH2:40][CH3:41])[cH:32][cH:33]3)=[O:42])[c:21]2[cH:22][cH:23]1.